The task is: describe an organic reaction: reactants, conditions, products, and yield. This data is from the Open Reaction Database (ORD), a public repository of structured organic reaction records. Reactants: COC=1C=C(C=CC1)C(C=C)=O (m-methoxyacrylophenone), COC(N(C)C)OC (dimethylformamide dimethyl acetal). Product: CN(C=CC(=O)C1=CC(=CC=C1)OC)C (3-Dimethylamino-3'-methoxyacrylophenone). Reaction SMILES: [CH3:1][O:2][C:3]1[CH:4]=[C:5]([C:9](=[O:12])[CH:10]=[CH2:11])[CH:6]=[CH:7][CH:8]=1.CO[CH:15](OC)[N:16](C)[CH3:17]>>[CH3:15][N:16]([CH3:17])[CH:11]=[CH:10][C:9]([C:5]1[CH:6]=[CH:7][CH:8]=[C:3]([O:2][CH3:1])[CH:4]=1)=[O:12]. Reported procedure: A mixture of 25 g. of m-methoxyacrylophenone and 25 ml. of dimethylformamide dimethyl acetal is refluxed for 12 hours. Removal of any volatile material in vacuo gives a thick oil. Bulb to bulb distillation gives the desired product. Starting materials: C1CCOC1, CCN(C(C)C)C(C)C, COC(=O)Cl, CNc1cccc(S(=O)(=O)N(CC(O)C(Cc2ccccc2)NC(=O)OC2COC3OCCC23)CC(C)(C)CCCN)c1. Product: CNc1cccc(S(=O)(=O)N(CC(O)C(Cc2ccccc2)NC(=O)OC2COC3OCCC23)CC(C)(C)CCCNC(=O)OC)c1. Reaction SMILES: [CH2:58]1[O:59][CH2:60][CH2:61][CH2:62]1.[CH:44]([N:45]([CH2:46][CH3:47])[CH:48]([CH3:49])[CH3:50])([CH3:51])[CH3:52].[Cl:53][C:54](=[O:55])[O:56][CH3:57].[NH2:1][CH2:2][CH2:3][CH2:4][C:5]([CH2:6][N:7]([CH2:8][CH:9]([CH:10]([CH2:11][c:12]1[cH:13][cH:14][cH:15][cH:16][cH:17]1)[NH:18][C:19]([O:20][CH:21]1[CH2:22][O:23][CH:24]2[O:25][CH2:26][CH2:27][CH:28]12)=[O:29])[OH:30])[S:31](=[O:32])(=[O:33])[c:34]1[cH:35][c:36]([NH:40][CH3:41])[cH:37][cH:38][cH:39]1)([CH3:42])[CH3:43]>>[NH:1]([CH2:2][CH2:3][CH2:4][C:5]([CH2:6][N:7]([CH2:8][CH:9]([CH:10]([CH2:11][c:12]1[cH:13][cH:14][cH:15][cH:16][cH:17]1)[NH:18][C:19]([O:20][CH:21]1[CH2:22][O:23][CH:24]2[O:25][CH2:26][CH2:27][CH:28]12)=[O:29])[OH:30])[S:31](=[O:32])(=[O:33])[c:34]1[cH:35][c:36]([NH:40][CH3:41])[cH:37][cH:38][cH:39]1)([CH3:42])[CH3:43])[C:54](=[O:55])[O:56][CH3:57].